The task is: describe an organic reaction: reactants, conditions, products, and yield. This data is from the Open Reaction Database (ORD), a public repository of structured organic reaction records. The solvent is C(C)(=O)O (acetic acid), C(C)(=O)O (acetic acid). Product: C1(=CC=CC=C1)C1OC(=C(C1=O)C1=CC(=CC=C1)C(F)(F)F)N (2-Phenyl-3-oxo-4-(3-trifluoromethylphenyl)-5-amino-2,3-dihydrofuran). Procedure details: In this example a solution containing 21.8 g of (3-trifluoromethylphenyl)-benzylcarbonyl-acetonitrile, dissolved in 60 ml of acetic acid was treated dropwise with a solution of 12.65 g of bromine in 20 ml of glacial acetic acid. The reaction mixture was stirred for about 16 hours at room temperature. The reaction mixture was poured into 250 ml of water and the resulting mixture was extracted three times with ethyl ether. The organic extracts were washed with saturated aqueous sodium bicarbonate,... The reactants are FC(C=1C=C(C=CC1)C(C#N)C(=O)CC1=CC=CC=C1)(F)F ((3-trifluoromethylphenyl)-benzylcarbonyl-acetonitrile), BrBr (bromine), O (water). Reaction SMILES: [F:1][C:2]([F:22])([F:21])[C:3]1[CH:4]=[C:5]([CH:9]([C:12]([CH2:14][C:15]2[CH:20]=[CH:19][CH:18]=[CH:17][CH:16]=2)=[O:13])[C:10]#[N:11])[CH:6]=[CH:7][CH:8]=1.BrBr.[OH2:25]>C(O)(=O)C>[C:15]1([CH:14]2[C:12](=[O:13])[C:9]([C:5]3[CH:6]=[CH:7][CH:8]=[C:3]([C:2]([F:21])([F:22])[F:1])[CH:4]=3)=[C:10]([NH2:11])[O:25]2)[CH:16]=[CH:17][CH:18]=[CH:19][CH:20]=1. Reaction conditions: time 16 hour. The reactants are COc1cc(CC(=O)NCCCc2ccc(C)c(C)c2)ccc1OCCN, CC(=O)Oc1ccccc1C(=O)O, CC#N, On1nnc2ccccc21. The product is COc1cc(CC(=O)NCCCc2ccc(C)c(C)c2)ccc1OCCNC(=O)c1ccccc1OC(C)=O. RXN SMILES: [CH3:1][c:2]1[cH:3][c:4]([CH2:9][CH2:10][CH2:11][NH:12][C:13]([CH2:14][c:15]2[cH:16][c:17]([O:25][CH3:26])[c:18]([O:21][CH2:22][CH2:23][NH2:24])[cH:19][cH:20]2)=[O:27])[cH:5][cH:6][c:7]1[CH3:8].[CH3:28][C:29](=[O:30])[O:31][c:32]1[cH:33][cH:34][cH:35][cH:36][c:37]1[C:38]([OH:39])=[O:40].[CH3:51][C:52]#[N:53].[OH:41][n:42]1[c:43]2[cH:44][cH:45][cH:46][cH:47][c:48]2[n:49][n:50]1>>[CH3:1][c:2]1[cH:3][c:4]([CH2:9][CH2:10][CH2:11][NH:12][C:13]([CH2:14][c:15]2[cH:16][c:17]([O:25][CH3:26])[c:18]([O:21][CH2:22][CH2:23][NH:24][C:38]([c:37]3[c:32]([O:31][C:29]([CH3:28])=[O:30])[cH:33][cH:34][cH:35][cH:36]3)=[O:39])[cH:19][cH:20]2)=[O:27])[cH:5][cH:6][c:7]1[CH3:8]. Reactants: CCCCCC1CC1CC(=O)Oc1ccc(C(=O)CNC(C)(C)C)cc1OC(=O)CC1CC1CCCCC, CCCCCC1CC1CC(=O)Cl, O=C(Cl)C1CCCCC1. Product: CCCCCC1CC1CC(=O)Oc1ccc(C(O)CNC(C)(C)C)cc1OC(=O)CC1CC1CCCCC. As a reaction SMILES: [C:22]([CH3:23])([CH3:24])([CH3:25])[NH:26][CH2:27][C:28](=[O:29])[c:30]1[cH:31][c:32]([O:48][C:49]([CH2:50][CH:51]2[CH:52]([CH2:54][CH2:55][CH2:56][CH2:57][CH3:58])[CH2:53]2)=[O:59])[c:33]([O:36][C:37]([CH2:38][CH:39]2[CH:40]([CH2:42][CH2:43][CH2:44][CH2:45][CH3:46])[CH2:41]2)=[O:47])[cH:34][cH:35]1.[CH2:1]([CH:2]1[CH2:3][CH:4]1[CH2:5][C:6]([Cl:7])=[O:8])[CH2:9][CH2:10][CH2:11][CH3:12].[CH:13]1([C:14]([Cl:15])=[O:16])[CH2:17][CH2:18][CH2:19][CH2:20][CH2:21]1>>[C:22]([CH3:23])([CH3:24])([CH3:25])[NH:26][CH2:27][CH:28]([OH:29])[c:30]1[cH:31][c:32]([O:48][C:49]([CH2:50][CH:51]2[CH:52]([CH2:54][CH2:55][CH2:56][CH2:57][CH3:58])[CH2:53]2)=[O:59])[c:33]([O:36][C:37]([CH2:38][CH:39]2[CH:40]([CH2:42][CH2:43][CH2:44][CH2:45][CH3:46])[CH2:41]2)=[O:47])[cH:34][cH:35]1.